This data is from the Open Reaction Database (ORD), a public repository of structured organic reaction records. The task is: describe an organic reaction: reactants, conditions, products, and yield The product is COC(=O)c1ccc(-n2ncc(C(=O)OC(C)(C)C)c2Cl)cc1. Starting materials: CC(C)(C)ON=O, CC#N, [Cl-], COC(=O)c1ccc(-n2ncc(C(=O)OC(C)(C)C)c2N)cc1, O. As a reaction SMILES: [C:1]([O:2][N:3]=[O:4])([CH3:5])([CH3:6])[CH3:7].[CH3:9][C:10]#[N:11].[Cl-:8].[NH2:12][c:13]1[c:14]([C:28](=[O:29])[O:30][C:31]([CH3:32])([CH3:33])[CH3:34])[cH:15][n:16][n:17]1-[c:18]1[cH:19][cH:20][c:21]([C:24](=[O:25])[O:26][CH3:27])[cH:22][cH:23]1.[OH2:35]>>[Cl:8][c:13]1[c:14]([C:28](=[O:29])[O:30][C:31]([CH3:32])([CH3:33])[CH3:34])[cH:15][n:16][n:17]1-[c:18]1[cH:19][cH:20][c:21]([C:24](=[O:25])[O:26][CH3:27])[cH:22][cH:23]1. Starting materials: N[C@H](C(=O)O)[C@@H](CC)O ((2S*,3R*)-2-amino-3-hydroxy-pentanoic acid), C(=O)(O)[O-].[Na+] (NaHCO3), 5-phenyl-pentyl-2-pyridyl-carbonate, C1(=CC=CC=C1)CCCCCC=1C(N(C=CC1)C(=O)[O-])=O (5-phenyl-pentyl-2-oxopyridine-1-carboxylate). The solvent is O (H2O), C1CCOC1 (THF). Conditions: time 15 hour. Product: O[C@@H]([C@@H](C(=O)O)NC(=O)OCCCCCC1=CC=CC=C1)CC ((2S*,3R*)-3-hydroxy-2-(5-phenylpentoxy-carbonylamino)-pentanoic acid). Yield: 46.1%. As a reaction SMILES: [NH2:1][C@@H:2]([C@H:6]([OH:9])[CH2:7][CH3:8])[C:3]([OH:5])=[O:4].[C:10]([O-:13])(O)=[O:11].[Na+].[C:15]1([CH2:21][CH2:22][CH2:23][CH2:24][CH2:25]C2C(=O)N(C([O-])=O)C=CC=2)[CH:20]=[CH:19][CH:18]=[CH:17][CH:16]=1>O.C1COCC1>[OH:9][C@H:6]([CH2:7][CH3:8])[C@H:2]([NH:1][C:10]([O:13][CH2:25][CH2:24][CH2:23][CH2:22][CH2:21][C:15]1[CH:20]=[CH:19][CH:18]=[CH:17][CH:16]=1)=[O:11])[C:3]([OH:5])=[O:4] |f:1.2|. Procedure details: To a stirred mixture of (2S*,3R*)-2-amino-3-hydroxy-pentanoic acid (0.068 g, 0.51 mmol) and NaHCO3 (0.128 g, 1.53 mmol) in H2O (2.0 mL), at rt, the isomeric mixture containing 5-phenyl-pentyl-2-pyridyl-carbonate and 5-phenyl-pentyl-2-oxopyridine-1-carboxylate (0.218 g, 0.77 mmol) [prepared as for example 32, step 1] in THF (2.0 mL) was added. After 15 h at rt, the crude mixture was rotary evaporated to remove the organics and subsequently extracted with Et2O (3×10 mL). The aqueous phase was acid... Starting materials: C(C)(=O)OCC1OC(C=CC1C)OCC (3-methyl-6-ethoxy-3,6-dihydro-2H-pyran-2-methanol acetate), S(=O)(Cl)Cl (thionyl chloride), chloroenol-ether. Run in CCOCC (ether). Conditions: time 4.75 hour. Product: C(C)(=O)OCC1OC=CC(C1C)Cl (3-methyl-4-chloro-3,4-dihydro-2H-pyran-2-methanol acetate). RXN SMILES: [C:1]([O:4][CH2:5][CH:6]1[CH:11]([CH3:12])[CH:10]=[CH:9][CH:8](OCC)[O:7]1)(=[O:3])[CH3:2].S(Cl)([Cl:18])=O>CCOCC>[C:1]([O:4][CH2:5][CH:6]1[CH:11]([CH3:12])[CH:10]([Cl:18])[CH:9]=[CH:8][O:7]1)(=[O:3])[CH3:2]. Procedure details: To a solution of 0.113 g. (0.53 mmol) of 3-methyl-6-ethoxy-3,6-dihydro-2H-pyran-2-methanol acetate in 2 ml. of ether at 0° was added 0.12 g. (1.0 mmol) of thionyl chloride. The mixture was stirred at 0° for 1 hour, at room temperature for 4.75 hours and concentrated to give 0.098 g. (103%) of the crude chloroenol-ether as a colorless oil (ca. 70% pure by nmr). Reactants: COC(=O)c1cccc(Br)c1, Cc1ccccc1, CCO, [Na+], [Na+], O=C([O-])[O-], O, OB(O)c1ccccc1. Yields the product COC(=O)c1cccc(-c2ccccc2)c1. RXN SMILES: [Br:1][c:2]1[cH:3][c:4]([C:5](=[O:6])[O:7][CH3:8])[cH:9][cH:10][cH:11]1.[CH3:27][c:28]1[cH:29][cH:30][cH:31][cH:32][cH:33]1.[CH3:35][CH2:36][OH:37].[Na+:21].[Na+:22].[O-:23][C:24](=[O:25])[O-:26].[OH2:34].[OH:12][B:13]([OH:14])[c:15]1[cH:16][cH:17][cH:18][cH:19][cH:20]1>>[c:2]1(-[c:15]2[cH:16][cH:17][cH:18][cH:19][cH:20]2)[cH:3][c:4]([C:5](=[O:6])[O:7][CH3:8])[cH:9][cH:10][cH:11]1. Starting materials: FC1=CC=C(C=C1)N1N=[O+]C(=C1)[O-] (3-(4-fluorophenyl)-3H-1,2,3-oxadiazol-1-ium-5-olate), C(C)(=O)Cl (Acetyl chloride), CS(=O)C (DMSO). Run at time 8 hour. The product is FC1=CC=C(C=C1)N1N=[O+]C(=C1SC)[O-] (3-(4-fluorophenyl)-4-(methylthio)-3H-1,2,3-oxadiazol-1-ium-5-olate). As a reaction SMILES: [F:1][C:2]1[CH:7]=[CH:6][C:5]([N:8]2[CH:12]=[C:11]([O-:13])[O+:10]=[N:9]2)=[CH:4][CH:3]=1.C(Cl)(=O)C.[CH3:18][S:19](C)=O>>[F:1][C:2]1[CH:3]=[CH:4][C:5]([N:8]2[C:12]([S:19][CH3:18])=[C:11]([O-:13])[O+:10]=[N:9]2)=[CH:6][CH:7]=1. Reported procedure: Using the procedure of Masada and Okutani (Tetrahedron 30, 409-414 (1974)) the crude 3-(4-fluorophenyl)-3H-1,2,3-oxadiazol-1-ium-5-olate (1.95 g, 10.82 mmol) was dissolved in anhydrous DMSO (27 mL) and cooled in ice. Acetyl chloride (2.0 g, 25.5 mmol) was added dropwise. The reaction mixture was allowed to come to room temperature. After stiffing overnight, the mixture was partitioned between ether and saturated NaHCO3 solution. The organic layer was washed several times with water, dried and ev... Starting materials: CN(C)c1ccccc1, CCOC(C)=O, O=C(Cl)OCc1ccccc1, Nc1ccc(N2CCCC2=O)cc1, C1CCOC1. Product: O=C(Nc1ccc(N2CCCC2=O)cc1)OCc1ccccc1. As a reaction SMILES: [CH3:25][N:26]([c:27]1[cH:28][cH:29][cH:30][cH:31][cH:32]1)[CH3:33].[CH3:34][CH2:35][O:36][C:37](=[O:38])[CH3:39].[Cl:1][C:2](=[O:3])[O:4][CH2:5][c:6]1[cH:7][cH:8][cH:9][cH:10][cH:11]1.[NH2:12][c:13]1[cH:14][cH:15][c:16]([N:19]2[C:20](=[O:24])[CH2:21][CH2:22][CH2:23]2)[cH:17][cH:18]1.[O:40]1[CH2:41][CH2:42][CH2:43][CH2:44]1>>[C:2](=[O:3])([O:4][CH2:5][c:6]1[cH:7][cH:8][cH:9][cH:10][cH:11]1)[NH:12][c:13]1[cH:14][cH:15][c:16]([N:19]2[C:20](=[O:24])[CH2:21][CH2:22][CH2:23]2)[cH:17][cH:18]1. Starting materials: ClC1=C(C=CC=C1)S(=O)(=O)[C@@H]1C[C@H](NC1)C(=O)NC1(CC1)C#N ((2S,4R)-4-(2-chlorophenylsulfonyl)-N-(1-cyanocyclopropyl)pyrrolidine-2-carboxamide), Cl.C1(=CC=CC=C1)C1CCN(CC1)C1(CC1)C(=O)O (1-(4-phenylpiperidin-1-yl)cyclopropanecarboxylic acid hydrochloride). The product is ClC1=C(C=CC=C1)S(=O)(=O)[C@@H]1C[C@H](N(C1)C(=O)C1(CC1)N1CCC(CC1)C1=CC=CC=C1)C(=O)NC1(CC1)C#N ((2S,4R)-4-(2-chlorophenylsulfonyl)-N-(1-cyanocyclopropyl)-1-(1-(4-phenylpiperidin-1-yl)cyclopropanecarbonyl)pyrrolidine-2-carboxamide). Isolated yield 52.0%. Reaction SMILES: [Cl:1][C:2]1[CH:7]=[CH:6][CH:5]=[CH:4][C:3]=1[S:8]([C@H:11]1[CH2:15][NH:14][C@H:13]([C:16]([NH:18][C:19]2([C:22]#[N:23])[CH2:21][CH2:20]2)=[O:17])[CH2:12]1)(=[O:10])=[O:9].Cl.[C:25]1([CH:31]2[CH2:36][CH2:35][N:34]([C:37]3([C:40](O)=[O:41])[CH2:39][CH2:38]3)[CH2:33][CH2:32]2)[CH:30]=[CH:29][CH:28]=[CH:27][CH:26]=1>>[Cl:1][C:2]1[CH:7]=[CH:6][CH:5]=[CH:4][C:3]=1[S:8]([C@H:11]1[CH2:15][N:14]([C:40]([C:37]2([N:34]3[CH2:33][CH2:32][CH:31]([C:25]4[CH:26]=[CH:27][CH:28]=[CH:29][CH:30]=4)[CH2:36][CH2:35]3)[CH2:39][CH2:38]2)=[O:41])[C@H:13]([C:16]([NH:18][C:19]2([C:22]#[N:23])[CH2:21][CH2:20]2)=[O:17])[CH2:12]1)(=[O:10])=[O:9] |f:1.2|. Procedure: The reaction of (2S,4R)-4-(2-chlorophenylsulfonyl)-N-(1-cyanocyclopropyl)pyrrolidine-2-carboxamide 7H with 1-(4-phenylpiperidin-1-yl)cyclopropanecarboxylic acid hydrochloride 16H carried out according to the general procedure L yielded (2S,4R)-4-(2-chlorophenylsulfonyl)-N-(1-cyanocyclopropyl)-1-(1-(4-phenylpiperidin-1-yl)cyclopropanecarbonyl)pyrrolidine-2-carboxamide as an off-white solid (52%). MS ISP (m/e): 581.2 (100) [(M+H)]+. Reaction conditions: temperature 150 celsius. RXN SMILES: [I:1][C:2]1[CH:3]=[C:4]2[C:9](=[CH:10][CH:11]=1)[N:8]=[CH:7][NH:6][C:5]2=O.C1(P(Cl)([Cl:21])=O)C=CC=CC=1.C(OC(C)C)(C)C>>[Cl:21][C:5]1[C:4]2[C:9](=[CH:10][CH:11]=[C:2]([I:1])[CH:3]=2)[N:8]=[CH:7][N:6]=1. Reported procedure: A mixture of 6-iodoquinazolin-4(3H)-one (Intermediate 11, 100 mg, 0.37 mmol) and phenylphosphonic dichloride (1.5 mL) was heated at 150° C. for one h. After cooling the reaction mixture in an ice bath, isopropyl ether was added. The resultant crystalline precipitate was collected by filtration, and was then stirred with saturated aqueous sodium bicarbonate solution. The solution was extracted with three portions of ethyl acetate, and the combined extracts were dried (magnesium sulfate) and conce... Yields the product ClC1=NC=NC2=CC=C(C=C12)I (4-Chloro-6-iodoquinazoline). Starting materials: IC=1C=C2C(NC=NC2=CC1)=O (6-iodoquinazolin-4(3H)-one), IC=1C=C2C(NC=NC2=CC1)=O (6-iodoquinazolin-4(3H)-one), C1(=CC=CC=C1)P(=O)(Cl)Cl (phenylphosphonic dichloride), C(C)(C)OC(C)C (isopropyl ether). Reactants: [Na].C(=O)(O)CCC1=CC=C(C=C1)CCN1CCCN(CCC1)C1=NC2=C(N1CC1=CC=C(C=C1)F)C=CC=C2 (5-[2-[4-(2-carboxyethyl)phenyl]ethyl]-1-[1(4-fluorophenylmethyl)-1H-benzimidazol-2-yl]-1,5-diazacyclooctane sodium salt), Cl (HCl), C(C)(C)O (isopropanol). Product: FC1=CC=C(C=C1)CN1C(=NC2=C1C=CC=C2)N2CCCN(CCC2)CCC2=CC=C(C=C2)CCC(=O)OC(C)C (1-[1-(4-fluorophenylmethyl)-1H-benzimidazol-2-yl]-5-[2-[4-(2-isopropoxycarbonylethyl)phenyl]ethyl]-1,5-diazacyclooctane). As a reaction SMILES: [Na].[C:2]([CH2:5][CH2:6][C:7]1[CH:12]=[CH:11][C:10]([CH2:13][CH2:14][N:15]2[CH2:22][CH2:21][CH2:20][N:19]([C:23]3[N:27]([CH2:28][C:29]4[CH:34]=[CH:33][C:32]([F:35])=[CH:31][CH:30]=4)[C:26]4[CH:36]=[CH:37][CH:38]=[CH:39][C:25]=4[N:24]=3)[CH2:18][CH2:17][CH2:16]2)=[CH:9][CH:8]=1)([OH:4])=[O:3].Cl.[CH:41](O)([CH3:43])[CH3:42]>>[F:35][C:32]1[CH:33]=[CH:34][C:29]([CH2:28][N:27]2[C:26]3[CH:36]=[CH:37][CH:38]=[CH:39][C:25]=3[N:24]=[C:23]2[N:19]2[CH2:20][CH2:21][CH2:22][N:15]([CH2:14][CH2:13][C:10]3[CH:9]=[CH:8][C:7]([CH2:6][CH2:5][C:2]([O:4][CH:41]([CH3:43])[CH3:42])=[O:3])=[CH:12][CH:11]=3)[CH2:16][CH2:17][CH2:18]2)=[CH:30][CH:31]=1 |f:0.1,^1:0|. Procedure details: A solution of 5-[2-[4-(2-carboxyethyl)phenyl]ethyl]-1-[1(4-fluorophenylmethyl)-1H-benzimidazol-2-yl]-1,5-diazacyclooctane sodium salt (163 mg) in an isopropanol solution saturated with HCl was refluxed for 4 hours. The solvent was removed under reduced pressure, and the residue was dissolved in methylene chloride (20 ml). The solution was washed with a saturated aqueous NaHCO3 solution and brine. The organic layer was dried over anhydrous MgSO4. The solvent was removed under reduced pressure, an...